From a dataset of the Open Reaction Database (ORD), a public repository of structured organic reaction records. describe an organic reaction: reactants, conditions, products, and yield The reactants are C(C1=CC=CC=C1)OC1=CC(N(C=C1)C=1SC(=C(N1)C)C(=O)O)=O (2-(4-(benzyloxy)-2-oxopyridin-1(2H)-yl)-4-methylthiazole-5-carboxylic acid), C(C)(C)N(C(C)C)CC (N,N-diisopropylethylamine), CN(CCCN=C=NCC)C (N-(3-dimethylaminopropyl)-N′-ethylcarbodiimide), ON1N=NC2=C1C=CC=C2 (1-hydroxybenzotriazole), S1C2=C(C=C1CN)C=CC=C2 (benzo[b]thiophen-2-ylmethanamine). The solvent is CN(C=O)C (N,N-dimethylformamide). Reaction conditions: time 30 minute. Product: S1C2=C(C=C1CNC(=O)C1=C(N=C(S1)N1C(C=C(C=C1)OCC1=CC=CC=C1)=O)C)C=CC=C2 (N-(Benzo[b]thiophen-2-ylmethyl)-2-(4-(benzyloxy)-2-oxopyridin-1(2H)-yl)-4-methylthiazole-5-carboxamide). Yield: 78.0%. As a reaction SMILES: [CH2:1]([O:8][C:9]1[CH:14]=[CH:13][N:12]([C:15]2[S:16][C:17]([C:21](O)=[O:22])=[C:18]([CH3:20])[N:19]=2)[C:11](=[O:24])[CH:10]=1)[C:2]1[CH:7]=[CH:6][CH:5]=[CH:4][CH:3]=1.C(N(CC)C(C)C)(C)C.CN(C)CCCN=C=NCC.ON1C2C=CC=CC=2N=N1.[S:55]1[C:59]([CH2:60][NH2:61])=[CH:58][C:57]2[CH:62]=[CH:63][CH:64]=[CH:65][C:56]1=2>CN(C)C=O>[S:55]1[C:59]([CH2:60][NH:61][C:21]([C:17]2[S:16][C:15]([N:12]3[CH:13]=[CH:14][C:9]([O:8][CH2:1][C:2]4[CH:3]=[CH:4][CH:5]=[CH:6][CH:7]=4)=[CH:10][C:11]3=[O:24])=[N:19][C:18]=2[CH3:20])=[O:22])=[CH:58][C:57]2[CH:62]=[CH:63][CH:64]=[CH:65][C:56]1=2. Reported procedure: To a solution of 2-(4-(benzyloxy)-2-oxopyridin-1(2H)-yl)-4-methylthiazole-5-carboxylic acid (0.20 g, 0.58 mmol) in anhydrous N,N-dimethylformamide (10 mL) was added N,N-diisopropylethylamine (0.27 g, 2.10 mmol) and N-(3-dimethylaminopropyl)-N′-ethylcarbodiimide (0.18 g, 0.93 mmol). The mixture was stirred for 30 minutes, followed by the addition of 1-hydroxybenzotriazole (0.11 g, 0.81 mmol) and benzo[b]thiophen-2-ylmethanamine (0.14 mL, 0.87 mmol). The reaction mixture was stirred at ambient tem...